Dataset: the Open Reaction Database (ORD), a public repository of structured organic reaction records. Task: describe an organic reaction: reactants, conditions, products, and yield Reactants: [Br-], CCO, NSc1ncnc2c1ncn2C1OC(CO)C(O)C1O, O=C(OO)c1cccc(Cl)c1, [K+], O. The product is NS(=O)c1ncnc2c1ncn2C1OC(CO)C(O)C1O. Reaction SMILES: [Br-:33].[CH3:35][CH2:36][OH:37].[CH:1]1([n:10]2[c:11]3[n:12][cH:13][n:14][c:15]([S:19][NH2:20])[c:16]3[n:17][cH:18]2)[CH:2]([OH:3])[CH:4]([OH:5])[CH:6]([CH2:8][OH:9])[O:7]1.[Cl:22][c:23]1[cH:24][c:25]([C:30](=[O:27])[O:31][OH:32])[cH:26][cH:28][cH:29]1.[K+:34].[OH2:21]>>[CH:1]1([n:10]2[c:11]3[n:12][cH:13][n:14][c:15]([S:19]([NH2:20])=[O:27])[c:16]3[n:17][cH:18]2)[CH:2]([OH:3])[CH:4]([OH:5])[CH:6]([CH2:8][OH:9])[O:7]1. The reactants are COC=1C=C2C(=CC=NC2=CC1OC)OC1=C(C=CC=C1)[N+](=O)[O-] (6,7-dimethoxy-4-(2-nitrophenoxy)quinoline), [N+](=O)([O-])C1=C(C=CC=C1)O (2-nitrophenol), C(CCC)C1=CC=C(C=C1)N=C=O (4-n-butylphenyl isocyanate). Run in C1(=CC=CC=C1)C (toluene). The product is C(CCC)C1=CC=C(C=C1)NC(=O)NC1=CC=C(C=C1)OC1=CC=NC2=CC(=C(C=C12)OC)OC (N-(4-n-Butylphenyl)-N'-{4-[(6,7-dimethoxy-4-quinolyl)oxy]phenyl}urea). The yield is 50.0%. Reaction SMILES: [CH3:1][O:2][C:3]1[CH:4]=[C:5]2[C:10](=[CH:11][C:12]=1[O:13][CH3:14])[N:9]=[CH:8][CH:7]=[C:6]2[O:15][C:16]1[CH:21]=[CH:20][CH:19]=[CH:18][C:17]=1[N+]([O-])=O.[N+:25](C1C=CC=CC=1O)([O-])=O.[CH2:35]([C:39]1[CH:44]=[CH:43][C:42]([N:45]=[C:46]=[O:47])=[CH:41][CH:40]=1)[CH2:36][CH2:37][CH3:38]>C1(C)C=CC=CC=1>[CH2:35]([C:39]1[CH:44]=[CH:43][C:42]([NH:45][C:46]([NH:25][C:19]2[CH:20]=[CH:21][C:16]([O:15][C:6]3[C:5]4[C:10](=[CH:11][C:12]([O:13][CH3:14])=[C:3]([O:2][CH3:1])[CH:4]=4)[N:9]=[CH:8][CH:7]=3)=[CH:17][CH:18]=2)=[O:47])=[CH:41][CH:40]=1)[CH2:36][CH2:37][CH3:38]. Procedure details: 6,7-Dimethoxy-4-(2-aminophenoxy)quinoline (56 mg), which was obtained, analogously to Example 49, by reducing 6,7-dimethoxy-4-(2-nitrophenoxy)quinoline obtained in the same manner as described in Example 48, except that 2-nitrophenol was used in place of 4-nitrophenol, was dissolved in toluene (3 ml) with heat, 4-n-butylphenyl isocyanate (0.2 ml) was added, and the admixture was refluxed with heat for 30 minutes. The resulting residue was purified by chromatography on silica gel eluting with chl... Starting materials: [Si](C)(C)(C(C)(C)C)OCCN(S(=O)(=O)C1=C(C=CC(=C1)S(N(CCO[Si](C)(C)C(C)(C)C)CCO[Si](C)(C)C(C)(C)C)(=O)=O)[Bi](C1=C(C=C(C=C1)S(N(CCO[Si](C)(C)C(C)(C)C)CCO[Si](C)(C)C(C)(C)C)(=O)=O)S(N(CCO[Si](C)(C)C(C)(C)C)CCO[Si](C)(C)C(C)(C)C)(=O)=O)C1=C(C=C(C=C1)S(N(CCO[Si](C)(C)C(C)(C)C)CCO[Si](C)(C)C(C)(C)C)(=O)=O)S(N(CCO[Si](C)(C)C(C)(C)C)CCO[Si](C)(C)C(C)(C)C)(=O)=O)CCO[Si](C)(C)C(C)(C)C (tris(2,4-bis(N,N-bis(2-t-butyldimethylsilyloxyethyl)sulfamoyl)phenyl)bismuthine), C(C)O (ethanol), O.C1(=CC=C(C=C1)S(=O)(=O)O)C (p-toluenesulfonic acid monohydrate). The solvent is ClCCl (dichloromethane). Run at temperature 50 celsius. Product: OCCN(S(=O)(=O)C1=C(C=CC(=C1)S(N(CCO)CCO)(=O)=O)[Bi](C1=C(C=C(C=C1)S(N(CCO)CCO)(=O)=O)S(N(CCO)CCO)(=O)=O)C1=C(C=C(C=C1)S(N(CCO)CCO)(=O)=O)S(N(CCO)CCO)(=O)=O)CCO (Tris(2,4-bis(N,N-bis(2-hydroxyethyl)sulfamoyl)phenyl)bismuthine). Isolated yield 79.5%. Reaction SMILES: [Si]([O:8][CH2:9][CH2:10][N:11]([CH2:154][CH2:155][O:156][Si](C(C)(C)C)(C)C)[S:12]([C:15]1[CH:20]=[C:19]([S:21](=[O:44])(=[O:43])[N:22]([CH2:33][CH2:34][O:35][Si](C(C)(C)C)(C)C)[CH2:23][CH2:24][O:25][Si](C(C)(C)C)(C)C)[CH:18]=[CH:17][C:16]=1[Bi:45]([C:100]1[CH:105]=[CH:104][C:103]([S:106](=[O:129])(=[O:128])[N:107]([CH2:118][CH2:119][O:120][Si](C(C)(C)C)(C)C)[CH2:108][CH2:109][O:110][Si](C(C)(C)C)(C)C)=[CH:102][C:101]=1[S:130](=[O:153])(=[O:152])[N:131]([CH2:142][CH2:143][O:144][Si](C(C)(C)C)(C)C)[CH2:132][CH2:133][O:134][Si](C(C)(C)C)(C)C)[C:46]1[CH:51]=[CH:50][C:49]([S:52](=[O:75])(=[O:74])[N:53]([CH2:64][CH2:65][O:66][Si](C(C)(C)C)(C)C)[CH2:54][CH2:55][O:56][Si](C(C)(C)C)(C)C)=[CH:48][C:47]=1[S:76](=[O:99])(=[O:98])[N:77]([CH2:88][CH2:89][O:90][Si](C(C)(C)C)(C)C)[CH2:78][CH2:79][O:80][Si](C(C)(C)C)(C)C)(=[O:14])=[O:13])(C(C)(C)C)(C)C.C(O)C.O.C1(C)C=CC(S(O)(=O)=O)=CC=1>ClCCl>[OH:80][CH2:79][CH2:78][N:77]([CH2:88][CH2:89][OH:90])[S:76]([C:47]1[CH:48]=[C:49]([S:52](=[O:75])(=[O:74])[N:53]([CH2:64][CH2:65][OH:66])[CH2:54][CH2:55][OH:56])[CH:50]=[CH:51][C:46]=1[Bi:45]([C:100]1[CH:105]=[CH:104][C:103]([S:106](=[O:129])(=[O:128])[N:107]([CH2:118][CH2:119][OH:120])[CH2:108][CH2:109][OH:110])=[CH:102][C:101]=1[S:130](=[O:153])(=[O:152])[N:131]([CH2:142][CH2:143][OH:144])[CH2:132][CH2:133][OH:134])[C:16]1[CH:17]=[CH:18][C:19]([S:21](=[O:43])(=[O:44])[N:22]([CH2:33][CH2:34][OH:35])[CH2:23][CH2:24][OH:25])=[CH:20][C:15]=1[S:12](=[O:13])(=[O:14])[N:11]([CH2:10][CH2:9][OH:8])[CH2:154][CH2:155][OH:156])(=[O:98])=[O:99] |f:2.3|. Procedure: 13.59 g of the tris(2,4-bis(N,N-bis(2-t-butyldimethylsilyloxyethyl)sulfamoyl)phenyl)bismuthine preparation prepared in Example 5 was dissolved in a mixed solvent containing 13.6 ml of ethanol and 27 ml of dichloromethane, and 0.272 g of p-toluenesulfonic acid monohydrate was added thereto. The mixture was refluxed under heating at 50° C. for 6 hours, and then cooled to room temperature. The crystals were collected by filtration, washed with 29.5 ml of dichloromethane and dried. As a result, 5.54... Reaction SMILES: [CH2:1]([O:4][C:5]1[CH:6]=[C:7](/[CH:11]=C/C(Cl)=O)[CH:8]=[CH:9][CH:10]=1)[CH2:2][CH3:3].[OH:16]C1C=C(C=CC=1)C=O.ICCC>>[CH2:1]([O:4][C:5]1[CH:6]=[C:7]([CH:8]=[CH:9][CH:10]=1)[CH:11]=[O:16])[CH2:2][CH3:3]. Starting materials: C(CC)OC=1C=C(C=CC1)/C=C/C(=O)Cl ((E)-3-(3'-propyloxyphenyl)-2-propenoyl chloride), OC=1C=C(C=O)C=CC1 (3-hydroxybenzaldehyde), ICCC (1-iodopropane), Example 3 ( i ), OC=1C=C(C=O)C=CC1 (3-hydroxybenzaldehyde). The product is C(CC)OC=1C=C(C=O)C=CC1 (3-propyloxy benzaldehyde). Reported procedure: For example, (E)-3-(3'-propyloxyphenyl)-2-propenoyl chloride, used in Example 3 (i), can be prepared from commercially available 3-hydroxybenzaldehyde by reacting 3-hydroxybenzaldehyde with 1-iodopropane to give 3-propyloxy benzaldehyde. 3-Propyloxy benzaldehyde is then reacted with malonic acid to give the corresponding propenonic acid which is subsequently converted into (E)-3-(3'-propyloxyphenyl)-2-propenoyl chloride by reaction with oxalyl chloride.